This data is from the Open Reaction Database (ORD), a public repository of structured organic reaction records. The task is: describe an organic reaction: reactants, conditions, products, and yield The reactants are OB(C1=CC=C2N=CC=CC2=C1)O.[H]Cl, BrC1=C(C)C=CC2=C1C=NN2C3CCCCO3. The reagents and catalysts are CC(C)(C)c1ccc(cc1)c2ccc(cc2)C(C)(C)C, CC(C)(C)P(C(C)(C)C)C(C)(C)C, CC(=O)[O-].CC(=O)[O-].[Pd+2]. The solvent is O, [H]O[H], CCC1=CC(CC)=CC=C1, CO, O, Cc1ccccc1, CCc1cc(CC)cc(CC)c1. Conditions: temperature 100 celsius, pressure 100 bar, time 1 minute. Product: CC(C=C1)=C(C2=CC=C(N=CC=C3)C3=C2)C4=C1N(C5OCCCC5)N=C4. Isolated yield 40.5%. Starting materials: OC1OC(=O)C2=CC=CC(=C12)[N+](=O)[O-] (3-hydroxy-4-nitro-phthalide). The reagents and catalysts are [Pd] (palladium). Run in O1CCCC1 (tetrahydrofuran). The product is NC1=C2C(OC(=O)C2=CC=C1)O (4-Amino-3-hydroxyphthalide). RXN SMILES: [OH:1][CH:2]1[C:11]2[C:6](=[CH:7][CH:8]=[CH:9][C:10]=2[N+:12]([O-])=O)[C:4](=[O:5])[O:3]1>O1CCCC1.[Pd]>[NH2:12][C:10]1[CH:9]=[CH:8][CH:7]=[C:6]2[C:11]=1[CH:2]([OH:1])[O:3][C:4]2=[O:5]. Procedure details: 10 g of 3-hydroxy-4-nitro-phthalide are dissolved in 100 ml of tetrahydrofuran and, after addition of 1 g of palladium on barium sulphate (5%), the mixture is hydrogenated at atmospheric pressure and 20°-25° C. The catalyst is filtered off and the filtrate is concentrated. The evaporation residue is stirred with ether and filtered off with suction. 5.8 g (68.5% of theory) of a colourless substance of melting point 280°-285° C. (dec.) are obtained. Starting materials: ClC=1N=C(C2=C(N1)C=CC(=N2)CN2CC(C2)N2CCOCC2)N2CCOCC2 (4-(1-((2-chloro-4-morpholinopyrido[3,2-d]pyrimidin-6-yl)methyl)azetidin-3-yl)morpholine), FC(C1=NC2=C(N1)C=CC=C2)F (2-(difluoromethyl)-1H-benzo[d]imidazole). The product is FC(C1=NC2=C(N1C=1N=C(C3=C(N1)C=CC(=N3)CN3CC(C3)N3CCOCC3)N3CCOCC3)C=CC=C2)F (4-(1-((2-(2-(difluoromethyl)-1H-benzo[d]imidazol-1-yl)-4-morpholinopyrido[3,2-d]pyrimidin-6-yl)methyl)azetidin-3-yl)morpholine). Reaction SMILES: Cl[C:2]1[N:3]=[C:4]([N:23]2[CH2:28][CH2:27][O:26][CH2:25][CH2:24]2)[C:5]2[N:11]=[C:10]([CH2:12][N:13]3[CH2:16][CH:15]([N:17]4[CH2:22][CH2:21][O:20][CH2:19][CH2:18]4)[CH2:14]3)[CH:9]=[CH:8][C:6]=2[N:7]=1.[F:29][CH:30]([F:40])[C:31]1[NH:35][C:34]2[CH:36]=[CH:37][CH:38]=[CH:39][C:33]=2[N:32]=1>>[F:40][CH:30]([F:29])[C:31]1[N:32]([C:2]2[N:3]=[C:4]([N:23]3[CH2:24][CH2:25][O:26][CH2:27][CH2:28]3)[C:5]3[N:11]=[C:10]([CH2:12][N:13]4[CH2:16][CH:15]([N:17]5[CH2:18][CH2:19][O:20][CH2:21][CH2:22]5)[CH2:14]4)[CH:9]=[CH:8][C:6]=3[N:7]=2)[C:33]2[CH:39]=[CH:38][CH:37]=[CH:36][C:34]=2[N:35]=1. Reported procedure: 4-(1-((2-chloro-4-morpholinopyrido[3,2-d]pyrimidin-6-yl)methyl)azetidin-3-yl)morpholine from Example 126 (0.07 g) was reacted with 2-(difluoromethyl)-1H-benzo[d]imidazole via General Procedure D to produce 10.7 mg of 172 following reverse phase HPLC purification. MS (Q1) 537.2 (M)+ Reactants: [OH-].[Na+] (NaOH), COC1=CC=C(S1)C(=O)O (5-(methyloxy)-2-thiophenecarboxylic acid), C(=O)(O)[O-].[Na+] (NaHCO3), OS(=O)(=O)O (H2SO4). The solvent is CO (Methanol). Run at temperature 50 celsius, time 8 hour. Product: COC1=CC=C(S1)C(=O)OC (methyl 5-(methyloxy)-2-thiophenecarboxylate). The yield is 56.0%. Reaction SMILES: [CH3:1][O:2][C:3]1[S:7][C:6]([C:8]([OH:10])=[O:9])=[CH:5][CH:4]=1.OS(O)(=O)=O.[C:16]([O-])(O)=O.[Na+].[OH-].[Na+]>CO>[CH3:1][O:2][C:3]1[S:7][C:6]([C:8]([O:10][CH3:16])=[O:9])=[CH:5][CH:4]=1 |f:2.3,4.5|. Procedure details: To a 200 mL round-bottomed flask fitted with a condenser was added 5-(methyloxy)-2-thiophenecarboxylic acid (1.3 g, 8.22 mmol) in Methanol (40 mL). H2SO4 (5 mL, 94 mmol) was added slowly at room temperature and the reaction stirred at 50° C. overnight. The mixture was cooled to 0° C. and sat. NaHCO3 was added to neutral pH followed by 5N NaOH to pH 10. The mixture was partitioned between H2O/CHCl3 and the organic phase was separated and dried over Na2SO4. The solution was adsorbed onto silica an... Starting materials: FC(S(=O)(=O)OC1=CC(OC2=CC(=CC=C12)C)=O)(F)F (7-methyl-2-oxo-2H-chromen-4-yl trifluoromethanesulfonate), C(CCC)[Sn](C(=C)OCC)(CCCC)CCCC (tributyl(1-ethoxyvinyl)tin), [Cl-].[Li+] (lithium chloride). Reagents/catalysts: [Pd].C1(=CC=CC=C1)P(C1=CC=CC=C1)C1=CC=CC=C1.C1(=CC=CC=C1)P(C1=CC=CC=C1)C1=CC=CC=C1.C1(=CC=CC=C1)P(C1=CC=CC=C1)C1=CC=CC=C1.C1(=CC=CC=C1)P(C1=CC=CC=C1)C1=CC=CC=C1 (tetrakis(triphenylphosphine) palladium(0)). Solvent: C(C)(=O)OCC (ethyl acetate), O1CCOCC1 (1,4-dioxane). Run at temperature 100 celsius. Yields the product C(C)OC(=C)C1=CC(OC2=CC(=CC=C12)C)=O (4-(1-ethoxyvinyl)-7-methyl-2H-chromen-2-one). RXN SMILES: FC(F)(F)S(O[C:7]1[C:16]2[C:11](=[CH:12][C:13]([CH3:17])=[CH:14][CH:15]=2)[O:10][C:9](=[O:18])[CH:8]=1)(=O)=O.C([Sn](CCCC)(CCCC)[C:26]([O:28][CH2:29][CH3:30])=[CH2:27])CCC.[Cl-].[Li+]>O1CCOCC1.C(OCC)(=O)C.[Pd].C1(P(C2C=CC=CC=2)C2C=CC=CC=2)C=CC=CC=1.C1(P(C2C=CC=CC=2)C2C=CC=CC=2)C=CC=CC=1.C1(P(C2C=CC=CC=2)C2C=CC=CC=2)C=CC=CC=1.C1(P(C2C=CC=CC=2)C2C=CC=CC=2)C=CC=CC=1>[CH2:29]([O:28][C:26]([C:7]1[C:16]2[C:11](=[CH:12][C:13]([CH3:17])=[CH:14][CH:15]=2)[O:10][C:9](=[O:18])[CH:8]=1)=[CH2:27])[CH3:30] |f:2.3,6.7.8.9.10|. Procedure details: To a solution of 7-methyl-2-oxo-2H-chromen-4-yl trifluoromethanesulfonate (prepared as described in U.S. Pat. No. 5,552,437) (2.5 g, 8.1 mmol) and tributyl(1-ethoxyvinyl)tin (2.88 mL, 8.5 mmol) in 1,4-dioxane (25 mL), lithium chloride (1.03 g, 24.3 mmol) was added. The reaction flask was then purged twice with nitrogen and tetrakis(triphenylphosphine) palladium(0) (468 mg, 0.405 mmol) was added. The reaction was then heated overnight at 100° C. After cooling, the reaction mixture was concentrate...